From a dataset of the Open Reaction Database (ORD), a public repository of structured organic reaction records. describe an organic reaction: reactants, conditions, products, and yield Reactants: C1CCOC1, Cn1cc(NS(=O)(=O)c2ccc(CN=[N+]=[N-])cc2)c2ccccc21, O, c1ccc(P(c2ccccc2)c2ccccc2)cc1. The product is Cn1cc(NS(=O)(=O)c2ccc(CN)cc2)c2ccccc21. RXN SMILES: [CH2:44]1[O:45][CH2:46][CH2:47][CH2:48]1.[CH3:1][n:2]1[cH:3][c:4]([NH:11][S:12](=[O:13])(=[O:14])[c:15]2[cH:16][cH:17][c:18]([CH2:21][N:22]=[N+:23]=[N-:24])[cH:19][cH:20]2)[c:5]2[cH:6][cH:7][cH:8][cH:9][c:10]12.[OH2:49].[c:25]1([P:26]([c:27]2[cH:28][cH:29][cH:30][cH:31][cH:32]2)[c:33]2[cH:34][cH:35][cH:36][cH:37][cH:38]2)[cH:39][cH:40][cH:41][cH:42][cH:43]1>>[CH3:1][n:2]1[cH:3][c:4]([NH:11][S:12](=[O:13])(=[O:14])[c:15]2[cH:16][cH:17][c:18]([CH2:21][NH2:22])[cH:19][cH:20]2)[c:5]2[cH:6][cH:7][cH:8][cH:9][c:10]12. Reactants: CCCCCC (hexane), C(#N)C1CCN(CC1)C(=O)OC(C)(C)C (tert-butyl 4-cyanopiperidine-1-carboxylate), ClC(=O)OCC (ethyl chloroformate), [Li+].CC(C)[N-]C(C)C (LDA). Run in C1CCOC1 (THF). Run at temperature -78 celsius, time 45 minute. Product: C(#N)C1(CCN(CC1)C(=O)OC(C)(C)C)C(=O)OCC (O1-tert-Butyl O4-ethyl 4-cyanopiperidine-1,4-dicarboxylate). The yield is 39.7%. As a reaction SMILES: [C:1]([CH:3]1[CH2:8][CH2:7][N:6]([C:9]([O:11][C:12]([CH3:15])([CH3:14])[CH3:13])=[O:10])[CH2:5][CH2:4]1)#[N:2].[Li+].CC([N-]C(C)C)C.Cl[C:25]([O:27][CH2:28][CH3:29])=[O:26].CCCCCC>C1COCC1>[C:1]([C:3]1([C:25]([O:27][CH2:28][CH3:29])=[O:26])[CH2:8][CH2:7][N:6]([C:9]([O:11][C:12]([CH3:15])([CH3:14])[CH3:13])=[O:10])[CH2:5][CH2:4]1)#[N:2] |f:1.2|. Procedure: A solution of tert-butyl 4-cyanopiperidine-1-carboxylate (0.75 g, 3.57 mmol) in THF (25.0 mL) was cooled to −78° C. followed by dropwise addition of LDA (1.8 M in THF, 6.0 mL, 5.35 mmol) and stirred at the same temperature (−78° C.) for 45 min followed by addition of ethyl chloroformate (0.46 g, 4.28 mmol). The temperature of the reaction was slowly raised to rt and left to stir for 6 h. The reaction was then cooled to 0° C. and quenched by drop wise addition of saturated NH4Cl solution (50 mL),... The reactants are [OH-].[Na+] (sodium hydroxide), C1CCC2=CC(=CC=C12)C1(C(NC(NC1=O)=O)=O)C=1C2=C(N=CN1)N=CC=C2 (5-(5-indanyl)-5-(pyrido[2,3-d]pyrimidin-4-yl) barbituric acid), [OH-].[Na+] (sodium hydroxide), Cl (HCl). Solvent: O (water). The product is C1CCC2=CC(=CC=C12)CC=1C2=C(N=CN1)N=CC=C2 (4-(5-indanylmethyl)-pyrido[2,3-d]pyrimidine). The yield is 60.0%. RXN SMILES: [CH2:1]1[C:9]2[C:4](=[CH:5][C:6]([C:10]3([C:19]4[C:20]5[CH:28]=[CH:27][CH:26]=[N:25][C:21]=5[N:22]=[CH:23][N:24]=4)C(=O)NC(=O)NC3=O)=[CH:7][CH:8]=2)[CH2:3][CH2:2]1.[OH-].[Na+].Cl>O>[CH2:1]1[C:9]2[C:4](=[CH:5][C:6]([CH2:10][C:19]3[C:20]4[CH:28]=[CH:27][CH:26]=[N:25][C:21]=4[N:22]=[CH:23][N:24]=3)=[CH:7][CH:8]=2)[CH2:3][CH2:2]1 |f:1.2|. Procedure details: A solution of 5-(5-indanyl)-5-(pyrido[2,3-d]pyrimidin-4-yl) barbituric acid (3.734 g, 10 mM) and sodium hydroxide (2.00 g, 50 mM) in water (40 ml) is refluxed for 15 h. After cooling the solution is made slightly acidic (pH4-5) by addition of HCl and again refluxed for 15 h. The solution is cooled, made strongly basic with sodium hydroxide and then extracted with ethyl acetate. The organic phase is washed with water, dried and then evaporated to dryness under vacuum. The residue is purified by c... Reactants: C(CCl)Cl (EDC), C(#N)C1=CC=C(CN2CC(C2)C(=O)O)C=C1 (1-(4-cyanobenzyl)azetidine-3-carboxylic acid), C(C)(C)(C)O (tert-butanol). The reagents and catalysts are CN(C)C=1C=CN=CC1 (DMAP). Run in ClC(C)Cl (dichloroethane). The product is C(#N)C1=CC=C(CN2CC(C2)C(=O)OC(C)(C)C)C=C1 (tert-butyl 1-(4-cyanobenzyl)azetidine-3-carboxylate). Isolated yield 86.0%. RXN SMILES: [C:1]([C:3]1[CH:16]=[CH:15][C:6]([CH2:7][N:8]2[CH2:11][CH:10]([C:12]([OH:14])=[O:13])[CH2:9]2)=[CH:5][CH:4]=1)#[N:2].[C:17](O)([CH3:20])([CH3:19])[CH3:18].C(Cl)CCl>CN(C1C=CN=CC=1)C.ClC(Cl)C>[C:1]([C:3]1[CH:4]=[CH:5][C:6]([CH2:7][N:8]2[CH2:9][CH:10]([C:12]([O:14][C:17]([CH3:20])([CH3:19])[CH3:18])=[O:13])[CH2:11]2)=[CH:15][CH:16]=1)#[N:2]. Procedure details: To a mixture of 1-(4-cyanobenzyl)azetidine-3-carboxylic acid (3.25 g, 15.0 mmol), DMAP (1.84 g, 15.0 mmol), and tert-butanol (14.1 mL, 150 mmol) in dichloroethane (150 mL) was added EDC (4.32 g, 22.5 mmol), and the reaction mixture was allowed to stir over the weekend. The volatiles were removed under reduced pressure, and the residue was partitioned between ethyl acetate (250 mL) and a saturated aqueous solution of sodium bicarbonate (250 mL). The organic layer was washed with water (250 mL), w... Run at temperature 85 celsius, time 8 hour. Yields the product ClC1=NC=CC(=N1)N1C(C(CC1)(C#N)C1CN(C1)C(=O)OC(C)(C)C)=O (tert-butyl 3-(1-(2-chloropyrimidin-4-yl)-3-cyano-2-oxopyrrolidin-3-yl)azetidine-1-carboxylate). Starting materials: C(#N)C1(C(NCC1)=O)C1CN(C1)C(=O)OC(C)(C)C (tert-butyl 3-(3-cyano-2-oxopyrrolidin-3-yl)azetidine-1-carboxylate), ClC1=NC=CC(=N1)Cl (2,4-dichloropyrimidine), C([O-])([O-])=O.[Cs+].[Cs+] (cesium carbonate), C1(=CC=CC=C1)P(C1=CC=CC=2C(C3=CC=CC(=C3OC12)P(C1=CC=CC=C1)C1=CC=CC=C1)(C)C)C1=CC=CC=C1 (4,5-bis(diphenylphosphino)-9,9-dimethylxanthene). Procedure details: To a mixture of tert-butyl 3-(3-cyano-2-oxopyrrolidin-3-yl)azetidine-1-carboxylate (1.3 g) obtained in Step C of Example 309, 2,4-dichloropyrimidine (750 mg), cesium carbonate (3.3 g) and 4,5-bis(diphenylphosphino)-9,9-dimethylxanthene (180 mg) in tetrahydrofuran (12 mL) was added tris(dibenzylideneacetone)dipalladium(0) (93 mg), and the mixture was stirred overnight at 85° C. The insoluble substance was removed by filtration through Celite, and the solvent was evaporated under reduced pressure.... Run in O1CCCC1 (tetrahydrofuran). Isolated yield 45.9%. Reaction SMILES: [C:1]([C:3]1([CH:9]2[CH2:12][N:11]([C:13]([O:15][C:16]([CH3:19])([CH3:18])[CH3:17])=[O:14])[CH2:10]2)[CH2:7][CH2:6][NH:5][C:4]1=[O:8])#[N:2].[Cl:20][C:21]1[N:26]=[C:25](Cl)[CH:24]=[CH:23][N:22]=1.C(=O)([O-])[O-].[Cs+].[Cs+].C1(P(C2C=CC=CC=2)C2C3OC4C(=CC=CC=4P(C4C=CC=CC=4)C4C=CC=CC=4)C(C)(C)C=3C=CC=2)C=CC=CC=1>O1CCCC1.C1C=CC(/C=C/C(/C=C/C2C=CC=CC=2)=O)=CC=1.C1C=CC(/C=C/C(/C=C/C2C=CC=CC=2)=O)=CC=1.C1C=CC(/C=C/C(/C=C/C2C=CC=CC=2)=O)=CC=1.[Pd].[Pd]>[Cl:20][C:21]1[N:26]=[C:25]([N:5]2[CH2:6][CH2:7][C:3]([CH:9]3[CH2:12][N:11]([C:13]([O:15][C:16]([CH3:19])([CH3:18])[CH3:17])=[O:14])[CH2:10]3)([C:1]#[N:2])[C:4]2=[O:8])[CH:24]=[CH:23][N:22]=1 |f:2.3.4,7.8.9.10.11|. The reagents and catalysts are C=1C=CC(=CC1)/C=C/C(=O)/C=C/C2=CC=CC=C2.C=1C=CC(=CC1)/C=C/C(=O)/C=C/C2=CC=CC=C2.C=1C=CC(=CC1)/C=C/C(=O)/C=C/C2=CC=CC=C2.[Pd].[Pd] (tris(dibenzylideneacetone)dipalladium(0)). The solvent is CN(C=O)C (dimethyl formamide). The product is COC([C@@H](NC(C1=CC(=CC(=C1)O)O)=O)CC1=CC=C(C=C1)O)=O (3,5-Dihydroxybenzoyl-L-tyrosine methyl ester). As a reaction SMILES: [OH:1][C:2]1[CH:3]=[C:4]([CH:8]=[C:9]([OH:11])[CH:10]=1)[C:5]([OH:7])=O.Cl.[CH3:13][O:14][C:15](=[O:26])[C@H:16]([CH2:18][C:19]1[CH:24]=[CH:23][C:22]([OH:25])=[CH:21][CH:20]=1)[NH2:17].ON1C2C=CC=CC=2N=N1.C(N1CCOCC1)C.C1(N=C=NC2CCCCC2)CCCCC1>CN(C)C=O>[CH3:13][O:14][C:15](=[O:26])[C@H:16]([CH2:18][C:19]1[CH:20]=[CH:21][C:22]([OH:25])=[CH:23][CH:24]=1)[NH:17][C:5](=[O:7])[C:4]1[CH:8]=[C:9]([OH:11])[CH:10]=[C:2]([OH:1])[CH:3]=1 |f:1.2|. Procedure: 231.2 g of 3,5-dihydroxybenzoic acid are dissolved in 4 l of dimethyl formamide. 313 g of L-tyrosine-methyl ester hydrochloride, 202 g of 1-hydroxybenzotriazole and 346 ml of N-ethyl morpholine and subsequently 297 g of dicyclohexyl carbodiimide are added. The mixture is stirred over night at room temperature, and the precipitated dicyclohexyl urea is filtered off. The solvent is distilled off in vacuo, the residue is taken up in 4 l of ethyl acetate, the ethyl acetate solution is washed 4 times... Reactants: Cl.COC([C@@H](N)CC1=CC=C(C=C1)O)=O (L-tyrosine-methyl ester hydrochloride), ON1N=NC2=C1C=CC=C2 (1-hydroxybenzotriazole), C(C)N1CCOCC1 (N-ethyl morpholine), C1(CCCCC1)N=C=NC1CCCCC1 (dicyclohexyl carbodiimide), OC=1C=C(C(=O)O)C=C(C1)O (3,5-dihydroxybenzoic acid). The reactants are C1=CC=CC=C1 (benzene), CC(C1=C(C=CC=C1)C)(C)N (α,α,2-trimethylbenzylamine), BrC(C(=O)Cl)C(C)(C)C (α-bromo-tert-butylacetyl chloride). Run in C(C)N(CC)CC (triethylamine). Run at time 3 hour. The product is CC(C1=C(C=CC=C1)C)(C)NC(C(Br)C(C)(C)C)=O (N-(α,α,2-trimethylbenzyl)-α-bromo-tert-butylacetamide). The yield is 88.5%. As a reaction SMILES: C1C=CC=CC=1.[CH3:7][C:8]([NH2:17])([CH3:16])[C:9]1[CH:14]=[CH:13][CH:12]=[CH:11][C:10]=1[CH3:15].[Br:18][CH:19]([C:23]([CH3:26])([CH3:25])[CH3:24])[C:20](Cl)=[O:21]>C(N(CC)CC)C>[CH3:16][C:8]([NH:17][C:20](=[O:21])[CH:19]([C:23]([CH3:26])([CH3:25])[CH3:24])[Br:18])([CH3:7])[C:9]1[CH:14]=[CH:13][CH:12]=[CH:11][C:10]=1[CH3:15]. Reported procedure: Into a 200 ml four-necked flask, there were charged benzene (150 ml), α,α,2-trimethylbenzylamine (7.5 g) and triethylamine (6 g), and α-bromo-tert-butylacetyl chloride (10.2 g) was dropwise added thereto while stirring at room temperature. Stirring was continued for 3 hours. After completion of the reaction, the reaction mixture was washed with water to remove triethylamine hydrochloride. The benzene layer was dried over anhydrous sodium sulfate, and the solvent was distilled off under reduced p...